This data is from the Open Reaction Database (ORD), a public repository of structured organic reaction records. The task is: describe an organic reaction: reactants, conditions, products, and yield The reactants are ClC1=CC(=C(C=C1)O)F (4-chloro-2-fluorophenol), [OH-].[K+] (potassium hydroxide), ClC1=C2C(=NC=C1C#N)C1=C(O2)C=CC=C1 (4-chlorobenzo[4,5]-furo[3,2-b]pyridine-3-carbonitrile). Run in C(C)(=O)OCC (Ethyl acetate). The product is ClC1=CC(=C(OC2=C3C(=NC=C2C#N)C2=C(O3)C=CC=C2)C=C1)F (4-(4-Chloro-2-fluorophenoxy)-benzo[4,5]furo[3,2-b]pyridine-3-carbonitrile). The yield is 45.9%. RXN SMILES: [Cl:1][C:2]1[CH:7]=[CH:6][C:5]([OH:8])=[C:4]([F:9])[CH:3]=1.[OH-].[K+].Cl[C:13]1[C:18]([C:19]#[N:20])=[CH:17][N:16]=[C:15]2[C:21]3[CH:27]=[CH:26][CH:25]=[CH:24][C:22]=3[O:23][C:14]=12>C(OCC)(=O)C>[Cl:1][C:2]1[CH:7]=[CH:6][C:5]([O:8][C:13]2[C:18]([C:19]#[N:20])=[CH:17][N:16]=[C:15]3[C:21]4[CH:27]=[CH:26][CH:25]=[CH:24][C:22]=4[O:23][C:14]=23)=[C:4]([F:9])[CH:3]=1 |f:1.2|. Reported procedure: A mixture of 0.530 mL (4.1 mmol) of 4-chloro-2-fluorophenol and 70 mg (1.25 mmol) of potassium hydroxide is heated until a homogeneous solution is formed. To this is added 170 mg (0.74 mmol) of 4-chlorobenzo[4,5]-furo[3,2-b]pyridine-3-carbonitrile and the mixture is heated for 1 hour. Ethyl acetate is added and the solution is washed with 1 N NaOH. The organic layer is dried over sodium sulfate, filtered through a pad of diatomaceous earth and concentrated in vacuo. The solid is collected to giv... The product is C(C)OCC1=NC2=NC(=CN=C2C(N1)=O)O (2-Ethoxymethyl-7-hydroxy-4(3H)-pteridinone). Run in CO.CN(C=O)C (methanol N,N-dimethylformamide). As a reaction SMILES: [NH2:1][C:2]1[C:3]([C:9]([NH2:11])=[O:10])=[N:4][CH:5]=[C:6]([OH:8])[N:7]=1.[C:12]([O:15][C:16](=O)[CH3:17])(=O)[CH3:13]>CO.CN(C)C=O>[CH2:12]([O:15][CH2:16][C:17]1[NH:11][C:9](=[O:10])[C:3]2[C:2](=[N:7][C:6]([OH:8])=[CH:5][N:4]=2)[N:1]=1)[CH3:13] |f:2.3|. Procedure details: Obtained using the procedure described in Example 1, starting with 2.1 g (0.0136 mole) of 3-amino-5-hydroxy-2-pyrazinecarboxamide [prepared according to E. C. Taylor et al., J. Org. Chem. 1975, 40, 2341], 14.0 g (0.068 mole) of triethyl orthoethoxyacetate and 14.0 ml of acetic anhydride. Yld: 1.2 g (40%), m.p. 255°-256° C. (methanol/N,N-dimethylformamide). Reactants: NC=1C(=NC=C(N1)O)C(=O)N (3-amino-5-hydroxy-2-pyrazinecarboxamide), triethyl orthoethoxyacetate, C(C)(=O)OC(C)=O (acetic anhydride). Starting materials: C1(CC1)N (cyclopropylamine), ClC1=NC2=C(C(=C(C=C2C=C1C(=O)C(C(=O)OCC)=CN(C)C)F)F)F (ethyl 2-(2-chloro-6,7,8-trifluoroquinoline-3-carb onyl)-3-dimethylamino-acrylate). Run in ClC(Cl)Cl (trichloromethane), C(C)O (ethanol), C1CCC2=NCCCN2CC1 (DBU). Conditions: temperature 80 celsius, time 4 hour. Product: C1(CC1)N1C=C(C(C=2C=C3C(=NC12)C(=C(C(=C3)F)F)F)=O)C(=O)OCC (1-cyclopropyl-3-ethoxycarbonyl-7,8,9-trifluoro-4-oxo-1,4-dihydro-benzo[b][1,8]naphthridine). The yield is 68.6%. Reaction SMILES: [CH:1]1([NH2:4])[CH2:3][CH2:2]1.Cl[C:6]1[C:15]([C:16]([C:18](=[CH:24]N(C)C)[C:19]([O:21][CH2:22][CH3:23])=[O:20])=[O:17])=[CH:14][C:13]2[C:8](=[C:9]([F:30])[C:10]([F:29])=[C:11]([F:28])[CH:12]=2)[N:7]=1>ClC(Cl)Cl.C(O)C.C1CCN2C(=NCCC2)CC1>[CH:1]1([N:4]2[C:6]3[N:7]=[C:8]4[C:9]([F:30])=[C:10]([F:29])[C:11]([F:28])=[CH:12][C:13]4=[CH:14][C:15]=3[C:16](=[O:17])[C:18]([C:19]([O:21][CH2:22][CH3:23])=[O:20])=[CH:24]2)[CH2:3][CH2:2]1. Reported procedure: 4.12 g of cyclopropylamine are added in the course of 5 minutes to a solution of 7 g of ethyl 2-(2-chloro-6,7,8-trifluoroquinoline-3-carb onyl)-3-dimethylamino-acrylate in 100 cm3 of trichloromethane kept at a temperature close to 20° C. and the mixture is stirred for a further 4 hours at this temperature. The reaction mixture is concentrated under reduced pressure (20 kPa) at about 50° C. The oily residue obtained is taken up in 100 cm3 of ethanol and 3 g of DBU. The mixture is heated to 80° C.... The reactants are CC#N, C[Si](C)(C)CCOCn1ccc2c(Oc3ccc([N+](=O)[O-])cc3F)ccnc21, O=C1CCC(=O)N1Br. The product is C[Si](C)(C)CCOCn1cc(Br)c2c(Oc3ccc([N+](=O)[O-])cc3F)ccnc21. RXN SMILES: [CH3:37][C:38]#[N:39].[F:1][c:2]1[c:3]([O:4][c:5]2[c:6]3[c:7]([n:8][cH:9][cH:10]2)[n:11]([CH2:14][O:15][CH2:16][CH2:17][Si:18]([CH3:19])([CH3:20])[CH3:21])[cH:12][cH:13]3)[cH:22][cH:23][c:24]([N+:26](=[O:27])[O-:28])[cH:25]1.[O:29]=[C:30]1[N:31]([Br:36])[C:32](=[O:33])[CH2:34][CH2:35]1>>[F:1][c:2]1[c:3]([O:4][c:5]2[c:6]3[c:7]([n:8][cH:9][cH:10]2)[n:11]([CH2:14][O:15][CH2:16][CH2:17][Si:18]([CH3:19])([CH3:20])[CH3:21])[cH:12][c:13]3[Br:36])[cH:22][cH:23][c:24]([N+:26](=[O:27])[O-:28])[cH:25]1. The product is C12(CC3CC(CC(C1)C3)C2)C(=O)Cl (1-adamantanecarbonyl chloride). Run at time 2 hour. Procedure: A solution of 1-adamantanecarboxylic acid (0.27 g, 1.5 mmol) in 5 mL of thionyl chloride was warmed to reflux and stirred for 2 hours. The mixture was cooled to ambient temperature and concentrated under reduced pressure. The residue was diluted with 5 mL of toluene and concentrated under reduced pressure three times to afford the title compound, which was used without additional purification or characterization. The reactants are C12(CC3CC(CC(C1)C3)C2)C(=O)O (1-adamantanecarboxylic acid), S(=O)(Cl)Cl (thionyl chloride). RXN SMILES: [C:1]12([C:11]([OH:13])=O)[CH2:10][CH:5]3[CH2:6][CH:7]([CH2:9][CH:3]([CH2:4]3)[CH2:2]1)[CH2:8]2.S(Cl)([Cl:16])=O>>[C:1]12([C:11]([Cl:16])=[O:13])[CH2:10][CH:5]3[CH2:6][CH:7]([CH2:9][CH:3]([CH2:4]3)[CH2:2]1)[CH2:8]2. Starting materials: C(C1=CC=CC=C1)N1C(C2C(NC(C2C1=O)CC1=CC=C(C=C1)Br)(C)C)=O ((3aRS,4RS,6aSR)-2-benzyl-4-(4-bromo-benzyl)-6,6-dimethyl-tetrahydro-pyrrolo[3,4-c]pyrrole-1,3-dione), C(=O)O (formic acid), C=O (formalin). Solvent: [OH-].[Na+] (NaOH). Conditions: temperature 100 celsius. Yields the product C(C1=CC=CC=C1)N1C(C2C(N(C(C2C1=O)CC1=CC=C(C=C1)Br)C)(C)C)=O ((3aRS, 4RS,6aSR)-2-benzyl-4-(4-bromobenzyl)-5,6,6-trimethyl-tetrahydro-pyrrolo[3,4-c]pyrrole-1,3-dione). The yield is 85.9%. As a reaction SMILES: [CH2:1]([N:8]1[C:15](=[O:16])[CH:14]2[CH:10]([C:11]([CH3:26])([CH3:25])[NH:12][CH:13]2[CH2:17][C:18]2[CH:23]=[CH:22][C:21]([Br:24])=[CH:20][CH:19]=2)[C:9]1=[O:27])[C:2]1[CH:7]=[CH:6][CH:5]=[CH:4][CH:3]=1.[CH:28](O)=O.C=O>[OH-].[Na+]>[CH2:1]([N:8]1[C:15](=[O:16])[CH:14]2[CH:10]([C:11]([CH3:25])([CH3:26])[N:12]([CH3:28])[CH:13]2[CH2:17][C:18]2[CH:19]=[CH:20][C:21]([Br:24])=[CH:22][CH:23]=2)[C:9]1=[O:27])[C:2]1[CH:7]=[CH:6][CH:5]=[CH:4][CH:3]=1 |f:3.4|. Reported procedure: A mixture of 3.88 g (9.1 mmol) of (3aRS,4RS,6aSR)-2-benzyl-4-(4-bromo-benzyl)-6,6-dimethyl-tetrahydro-pyrrolo[3,4-c]pyrrole-1,3-dione, 85% formic acid (4.9 g, 90 mmol) and 35% formalin solution (2.6 g, 30 mmol) were heated to 100° C. for 5.5 hours. After cooling 1N NaOH (50 ml) was added and the mixture was extracted four times with dichloromethane. The organic phase was concentrated and the residue was separated chromatographically (hexane/ethyl acetate 3:1+1% triethylamine). 3.45 g of (3aRS, 4... The reactants are OC=1N=C(SC1C(=O)OCC)C1=CC=C(C=C1)OC(C)C (Ethyl 4-hydroxy-2-(4-isopropoxyphenyl)-5-thiazolecarboxylate), [H-].[Na+] (sodium hydride), CI (methyl iodide). Yields the product C(C)(C)OC1=CC=C(C=C1)C=1SC(=C(N1)OC)C(=O)O (2-(4-isopropoxyphenyl)-4-methoxy-5-thiazolecarboxylic acid). Yield: 72.0%. Reaction SMILES: [OH:1][C:2]1[N:3]=[C:4]([C:12]2[CH:17]=[CH:16][C:15]([O:18][CH:19]([CH3:21])[CH3:20])=[CH:14][CH:13]=2)[S:5][C:6]=1[C:7]([O:9]CC)=[O:8].[H-].[Na+].[CH3:24]I>>[CH:19]([O:18][C:15]1[CH:16]=[CH:17][C:12]([C:4]2[S:5][C:6]([C:7]([OH:9])=[O:8])=[C:2]([O:1][CH3:24])[N:3]=2)=[CH:13][CH:14]=1)([CH3:21])[CH3:20] |f:1.2|. Procedure details: Ethyl 4-hydroxy-2-(4-isopropoxyphenyl)-5-thiazolecarboxylate prepared in Example 22 was methylated with sodium hydride and methyl iodide and hydrolyzed by a conventional process to give 2-(4-isopropoxyphenyl)-4-methoxy-5-thiazolecarboxylic acid (yield: 72%). Reactants: C=CCN(C(=O)c1cc(Cl)cc(OCCN(C(=O)OC(C)(C)C)c2ccncc2)c1)C1CCCC1, Cc1ccccc1, [H][H]. Yields the product CCCN(C(=O)c1cc(Cl)cc(OCCN(C(=O)OC(C)(C)C)c2ccncc2)c1)C1CCCC1. Reaction SMILES: [C:1]([CH3:2])([CH3:3])([CH3:4])[O:5][C:6]([N:7]([c:8]1[cH:9][cH:10][n:11][cH:12][cH:13]1)[CH2:14][CH2:15][O:16][c:17]1[cH:18][c:19]([C:24]([N:25]([CH:26]2[CH2:27][CH2:28][CH2:29][CH2:30]2)[CH2:31][CH:32]=[CH2:33])=[O:34])[cH:20][c:21]([Cl:23])[cH:22]1)=[O:35].[CH3:38][c:39]1[cH:40][cH:41][cH:42][cH:43][cH:44]1.[H:36][H:37]>>[C:1]([CH3:2])([CH3:3])([CH3:4])[O:5][C:6]([N:7]([c:8]1[cH:9][cH:10][n:11][cH:12][cH:13]1)[CH2:14][CH2:15][O:16][c:17]1[cH:18][c:19]([C:24]([N:25]([CH:26]2[CH2:27][CH2:28][CH2:29][CH2:30]2)[CH2:31][CH2:32][CH3:33])=[O:34])[cH:20][c:21]([Cl:23])[cH:22]1)=[O:35].